Dataset: the Open Reaction Database (ORD), a public repository of structured organic reaction records. Task: describe an organic reaction: reactants, conditions, products, and yield The reactants are COC(=O)c1cccc2nc(C(C)NC(=O)OCc3ccccc3)c(-c3cccnc3)n12, CSC, O=C(O)C(F)(F)F. The product is COC(=O)c1cccc2nc(C(C)N)c(-c3cccnc3)n12. Reaction SMILES: [CH2:1]([O:2][C:3](=[O:4])[NH:11][CH:12]([CH3:13])[c:14]1[n:15][c:16]2[n:17]([c:18]([C:22](=[O:23])[O:24][CH3:25])[cH:19][cH:20][cH:21]2)[c:26]1-[c:27]1[cH:28][n:29][cH:30][cH:31][cH:32]1)[c:5]1[cH:6][cH:7][cH:8][cH:9][cH:10]1.[CH3:33][S:34][CH3:35].[F:36][C:37]([F:38])([F:39])[C:40]([OH:41])=[O:42]>>[NH2:11][CH:12]([CH3:13])[c:14]1[n:15][c:16]2[n:17]([c:18]([C:22](=[O:23])[O:24][CH3:25])[cH:19][cH:20][cH:21]2)[c:26]1-[c:27]1[cH:28][n:29][cH:30][cH:31][cH:32]1. Isolated yield 81.0%. The solvent is C(C)C(=O)C (methyl ethyl ketone). As a reaction SMILES: Cl[CH2:2][CH2:3][CH2:4][CH2:5][S:6]([NH:9][CH2:10][CH:11]([O:35][CH3:36])[CH2:12][O:13][C:14](=[O:34])[NH:15][CH2:16][CH2:17][CH2:18][CH2:19][CH2:20][CH2:21][CH2:22][CH2:23][CH2:24][CH2:25][CH2:26][CH2:27][CH2:28][CH2:29][CH2:30][CH2:31][CH2:32][CH3:33])(=[O:8])=[O:7].[I-:37].[Na+]>C(C(C)=O)C>[I:37][CH2:2][CH2:3][CH2:4][CH2:5][S:6]([NH:9][CH2:10][CH:11]([O:35][CH3:36])[CH2:12][O:13][C:14](=[O:34])[NH:15][CH2:16][CH2:17][CH2:18][CH2:19][CH2:20][CH2:21][CH2:22][CH2:23][CH2:24][CH2:25][CH2:26][CH2:27][CH2:28][CH2:29][CH2:30][CH2:31][CH2:32][CH3:33])(=[O:8])=[O:7] |f:1.2|. Yields the product ICCCCS(=O)(=O)NCC(COC(NCCCCCCCCCCCCCCCCCC)=O)OC (3-(4-iodobutylsulfonylamino)-2-methoxy-1-octadecylcarbamoyloxypropane). Procedure: To a solution of 1.23 g (2.22 mM) of 3-(4-chlorobutylsulfonylamino)-2-methoxy-1-octadecylcarbamoyloxypropane IIIa5 in 20 ml of methyl ethyl ketone is added 0.67 g (4.44 mM) of sodium iodide and the mixture is heated for 3 hours with stirring. After the solvent is evaporated, the residue is purified by the column chromatography on silica gel with a n-hexane-ethyl acetate (1:1) mixture as an eluent. The product is recrystallized from chloroform-n-hexane to give 1.16 g (1.79 mM) of 3-(4-iodobutylsu... Reactants: [I-].[Na+] (sodium iodide), ClCCCCS(=O)(=O)NCC(COC(NCCCCCCCCCCCCCCCCCC)=O)OC (3-(4-chlorobutylsulfonylamino)-2-methoxy-1-octadecylcarbamoyloxypropane). Reported procedure: A solution of tert-butyl-2-carboxy-3-tert-butoxy-5-thiophenecarboxylate (3 g, 0.01 mmol) in dry acetone (100 ml) was treated, at 0° C., with triethylamine (1.7 ml, 0.012 mmol) added dropwise. The mixture was stirred for 15 minutes and ethyl chloroformate (1.25 ml, 0.013 mmol) added dropwise, at 0° C. After 30 minutes, sodium azide (1.1 g, 0.017 mmol) in water (5 ml) was slowly added, at 0° C. After 4 hours, stirring at ambient temperature, the reaction mixture was filtered and the solvent evapor... Run at time 15 minute. Yields the product C(C)(C)(C)OC(=O)C1=CC(=C(S1)C(=O)N=[N+]=[N-])OC(C)(C)C (tert-Butyl-2-azidocarbonyl-3-tert-butoxy-5-thiophenecarboxylate). As a reaction SMILES: [C:1]([O:5][C:6]([C:8]1[S:12][C:11]([C:13](O)=[O:14])=[C:10]([O:16][C:17]([CH3:20])([CH3:19])[CH3:18])[CH:9]=1)=[O:7])([CH3:4])([CH3:3])[CH3:2].[N-:21]=[N+:22]=[N-:23].[Na+]>CC(C)=O.O.C(N(CC)CC)C.ClC(OCC)=O>[C:1]([O:5][C:6]([C:8]1[S:12][C:11]([C:13]([N:21]=[N+:22]=[N-:23])=[O:14])=[C:10]([O:16][C:17]([CH3:20])([CH3:19])[CH3:18])[CH:9]=1)=[O:7])([CH3:4])([CH3:3])[CH3:2] |f:1.2|. The yield is 99882.2%. The reactants are [N-]=[N+]=[N-].[Na+] (sodium azide), C(C)(C)(C)OC(=O)C1=CC(=C(S1)C(=O)O)OC(C)(C)C (tert-butyl-2-carboxy-3-tert-butoxy-5-thiophenecarboxylate). The reagents and catalysts are C(C)N(CC)CC (triethylamine), ClC(=O)OCC (ethyl chloroformate). Run in O (water), CC(=O)C (acetone).